This data is from the Open Reaction Database (ORD), a public repository of structured organic reaction records. The task is: describe an organic reaction: reactants, conditions, products, and yield Starting materials: BrC1=C(C(=CC(=C1)C(C)(C)C)Br)O (2,6-Dibromo-4-t-butylphenol), cuprous bromide, CN(C=O)C (dimethylformamide), [Na] (Sodium), CO (methanol). Reaction conditions: time 2 hour. Product: COC1=C(C(=CC(=C1)C(C)(C)C)OC)O (2,6-dimethoxy-4-t-butylphenol). Yield: 89.0%. Reaction SMILES: [Na].Br[C:3]1[CH:8]=[C:7]([C:9]([CH3:12])([CH3:11])[CH3:10])[CH:6]=[C:5](Br)[C:4]=1[OH:14].CN(C)[CH:17]=[O:18].[CH3:20][OH:21]>>[CH3:20][O:21][C:3]1[CH:8]=[C:7]([C:9]([CH3:12])([CH3:11])[CH3:10])[CH:6]=[C:5]([O:18][CH3:17])[C:4]=1[OH:14] |^1:0|. Procedure: Sodium (18.2 g, 0.79 g atom) was dissolved in methanol (152 ml). 2,6-Dibromo-4-t-butylphenol (30 g), cuprous bromide (4 g, 0.028 mole) and dimethylformamide (152 ml) were added and the mixture boiled under reflux (88°-84° C.) with stirring for 2 hours. Work up as given in Example 1 gave 2,6-dimethoxy-4-t-butylphenol as a pale yellow oil, 19.9 g of 90% purity (89% yield). The reactants are C12CC3CC(CC(C1)C3)C2 (adamantane), ON1C(C=2C(C1=O)=CC=CC2)=O (N-hydroxyphthalimide), [N+](=O)[O-] (nitrogen dioxide), FC(F)(F)C1=CC=CC=C1 (trifluoromethylbenzene), C12CC3CC(CC(C1)C3)C2 (adamantane), O=O (oxygen). Product: [N+](=O)([O-])C12CC3CC(CC(C1)C3)C2 (nitroadamantane), C12(CC3CC(CC(C1)C3)C2)O (adamantanol). Isolated yield 6.0%. RXN SMILES: [CH:1]12[CH2:10][CH:5]3[CH2:6][CH:7]([CH2:9][CH:3]([CH2:4]3)[CH2:2]1)[CH2:8]2.[OH:11][N:12]1C(=O)C2=CC=CC=C2C1=O.[N+]([O-])=[O:24].FC(C1C=CC=CC=1)(F)F.O=O>>[N+:12]([C:1]12[CH2:10][CH:5]3[CH2:6][CH:7]([CH2:9][CH:3]([CH2:4]3)[CH2:2]1)[CH2:8]2)([O-:11])=[O:24].[C:1]12([OH:11])[CH2:10][CH:5]3[CH2:6][CH:7]([CH2:9][CH:3]([CH2:4]3)[CH2:2]1)[CH2:8]2 |^1:22|. Reported procedure: Into a flask, 1 mmole of adamantane, 0.05 mmole of N-hydroxyphthalimide, 15 mmole of nitrogen dioxide (NO2) and 3 ml of trifluoromethylbenzene were added and stirred for 5 hours at 60° C. in an atmosphere of oxygen. The reaction products were analyzed by gas chromatography, and, as a result, the conversion of adamantane was 79%, and nitroadamantane (yield 57%), adamantanol (yield 6%) and adamantanone (yield 4%) were formed. The reactants are FC1=CC=C(C=C1)C(C(C#N)C1=CC=NC=C1)=O (3-(4-fluorophenyl)-3-oxo-2-(pyridin-4-yl)propanenitrile), NC1=C(C(=NN1C=1SC=CC1C)C1=CC=C(C=C1)F)C1=CC=NC=C1 (5-Amino-3-(4-fluorophenyl)-1-(methylthiophenyl)-4-(4-pyridyl)pyrazole), ( 7 ), CSC1=CC=C(C=C1)NN (4-(methylthio)phenylhydrazine). The product is FC1=CC=C(C=C1)C=1NN(CC1C1=CC=NC=C1)C1=CC=C(C=C1)S(=O)C (3-(4-Fluorophenyl)-1-(4-methylsulfinylphenyl)-4-(4-pyridyl)-5H-pyrazole). As a reaction SMILES: N[C:2]1N(C2SC=CC=2C)N=[C:4]([C:13]2[CH:18]=[CH:17][C:16]([F:19])=[CH:15][CH:14]=2)[C:3]=1[C:20]1[CH:25]=[CH:24][N:23]=[CH:22][CH:21]=1.[CH3:26][S:27][C:28]1[CH:33]=[CH:32][C:31]([NH:34][NH2:35])=[CH:30][CH:29]=1.FC1C=CC(C(=[O:53])C(C2C=CN=CC=2)C#N)=CC=1>>[F:19][C:16]1[CH:17]=[CH:18][C:13]([C:4]2[NH:35][N:34]([C:31]3[CH:32]=[CH:33][C:28]([S:27]([CH3:26])=[O:53])=[CH:29][CH:30]=3)[CH2:2][C:3]=2[C:20]2[CH:25]=[CH:24][N:23]=[CH:22][CH:21]=2)=[CH:14][CH:15]=1. Procedure details: 5-Amino-3-(4-fluorophenyl)-1-(methylthiophenyl)-4-(4-pyridyl)pyrazole—The title compound is prepared following the procedure of Smith, P. A. S. et al., J. Org. Chem., 1970, 35 (7), 2215 except using 4-(methylthio)phenylhydrazine hydrochloide and 3-(4-fluorophenyl)-3-oxo-2-(pyridin-4-yl)propanenitrile. Starting materials: OC1=CC=C(C=C1)CCC1=CC2=C(C=C(O2)C(C)NC(C)=O)C=C1 (N-(1-{6-[2-(4-hydroxyphenyl)ethyl]-1-benzofuran-2-yl}ethyl)acetamide), BrCC(C)C (1-bromo-2-methylpropane). Product: CC(COC1=CC=C(C=C1)CCC1=CC2=C(C=C(O2)C(C)NC(C)=O)C=C1)C (N-[1-(6-{2-[4-(2-methylpropoxy)phenyl]ethyl}-1-benzofuran-2-yl)ethyl]acetamide). The yield is 27.0%. As a reaction SMILES: [OH:1][C:2]1[CH:7]=[CH:6][C:5]([CH2:8][CH2:9][C:10]2[CH:24]=[CH:23][C:13]3[CH:14]=[C:15]([CH:17]([NH:19][C:20](=[O:22])[CH3:21])[CH3:18])[O:16][C:12]=3[CH:11]=2)=[CH:4][CH:3]=1.Br[CH2:26][CH:27]([CH3:29])[CH3:28]>>[CH3:26][CH:27]([CH3:29])[CH2:28][O:1][C:2]1[CH:3]=[CH:4][C:5]([CH2:8][CH2:9][C:10]2[CH:24]=[CH:23][C:13]3[CH:14]=[C:15]([CH:17]([NH:19][C:20](=[O:22])[CH3:21])[CH3:18])[O:16][C:12]=3[CH:11]=2)=[CH:6][CH:7]=1. Procedure details: Using N-(1-{6-[2-(4-hydroxyphenyl)ethyl]-1-benzofuran-2-yl}ethyl)acetamide (32.3 mg, 0.100 mmol) obtained in Example 165 and 1-bromo-2-methylpropane (0.0225 mL, 0.200 mmol) and in the same manner as in Example 158, the title compound was obtained (10.3 mg, yield 27%) as a white solid. Starting materials: [Br-], CCCC[N+](CCCC)(CCCC)CCCC, Cc1cccc2c1C(=O)NS2(=O)=O, Cc1ccccc1, CCOC(C)=O, ClCSc1ccccc1. Yields the product Cc1cccc2c1C(=O)N(CSc1ccccc1)S2(=O)=O. Reaction SMILES: [Br-:23].[CH2:24]([N+:25]([CH2:26][CH2:27][CH2:28][CH3:29])([CH2:30][CH2:31][CH2:32][CH3:33])[CH2:34][CH2:35][CH2:36][CH3:37])[CH2:38][CH2:39][CH3:40].[CH3:1][c:2]1[c:3]2[c:9]([cH:10][cH:11][cH:12]1)[S:6](=[O:7])(=[O:8])[NH:5][C:4]2=[O:13].[CH3:41][c:42]1[cH:43][cH:44][cH:45][cH:46][cH:47]1.[CH3:48][CH2:49][O:50][C:51](=[O:52])[CH3:53].[c:14]1([S:20][CH2:21][Cl:22])[cH:15][cH:16][cH:17][cH:18][cH:19]1>>[CH3:1][c:2]1[c:3]2[c:9]([cH:10][cH:11][cH:12]1)[S:6](=[O:7])(=[O:8])[N:5]([CH2:21][S:20][c:14]1[cH:15][cH:16][cH:17][cH:18][cH:19]1)[C:4]2=[O:13]. As a reaction SMILES: Cl.[CH2:2]([O:4][C:5](=[O:25])[C@@H:6]([CH3:24])[CH2:7][CH:8]([NH2:23])[CH2:9][C:10]1[CH:15]=[CH:14][C:13]([C:16]2[CH:21]=[CH:20][CH:19]=[C:18]([Cl:22])[CH:17]=2)=[CH:12][CH:11]=1)[CH3:3].Cl[C:27](Cl)([O:29]C(=O)OC(Cl)(Cl)Cl)Cl>>[CH2:2]([O:4][C:5](=[O:25])[C@@H:6]([CH3:24])[CH2:7][CH:8]([N:23]=[C:27]=[O:29])[CH2:9][C:10]1[CH:15]=[CH:14][C:13]([C:16]2[CH:21]=[CH:20][CH:19]=[C:18]([Cl:22])[CH:17]=2)=[CH:12][CH:11]=1)[CH3:3] |f:0.1|. Procedure: (S)-5-(3′-Chloro-biphenyl-4-yl)-4-isocyanato-2-methyl-pentanoic acid ethyl ester is prepared from (S)-4-amino-5-(3′-chloro-biphenyl-4-yl)-2-methyl-pentanoic acid ethyl ester hydrochloride (Intermediate 31) and triphosgene analogous to the procedure described for Example 6-1. Starting materials: Cl.C(C)OC([C@H](CC(CC1=CC=C(C=C1)C1=CC(=CC=C1)Cl)N)C)=O ((S)-4-amino-5-(3′-chloro-biphenyl-4-yl)-2-methyl-pentanoic acid ethyl ester hydrochloride), Cl.C(C)OC([C@H](CC(CC1=CC=C(C=C1)C1=CC(=CC=C1)Cl)N)C)=O ((S)-4-amino-5-(3′-chloro-biphenyl-4-yl)-2-methyl-pentanoic acid ethyl ester hydrochloride), ClC(Cl)(OC(OC(Cl)(Cl)Cl)=O)Cl (triphosgene). Product: C(C)OC([C@H](CC(CC1=CC=C(C=C1)C1=CC(=CC=C1)Cl)N=C=O)C)=O ((S)-5-(3′-Chloro-biphenyl-4-yl)-4-isocyanato-2-methyl-pentanoic acid ethyl ester).